Dataset: the Open Reaction Database (ORD), a public repository of structured organic reaction records. Task: describe an organic reaction: reactants, conditions, products, and yield Reactants: COC(=O)[C@@H]1CSC=2N1C(C(=C(C2C2=CC=CC=C2)CC2=CC=CC1=CC=CC=C21)CN)=O ((3R)-6-Aminomethyl-7-naphthalen-1-ylmethyl-5-oxo-8-phenyl-2,3-dihydro-5H-thiazolo[3,2-a]pyridine-3-carboxylic acid methyl ester), COC(=O)[C@@H]1CSC=2N1C(C(=C(C2C2=CC=CC=C2)CC2=CC=CC1=CC=CC=C21)C#N)=O ((3R)-6-Cyano-7-naphthalen-1-ylmethyl-5-oxo-8-phenyl-2,3-dihydro-5H-thiazolo[3,2-a]pyridine-3-carboxylic acid methyl ester), COC(=O)C1CSC=2N1C(C(=C(C2C2CC2)CC2=CC=CC1=CC=CC=C21)C#N)=O (6-Cyano-7-(naphtalen-1-ylmethyl)-5-oxo-8-cyclopropyl-2,3-dihydro-5H-thiazolo[3,2-a]pyridine-3-carboxylic Acid Methyl Ester). The product is COC(=O)[C@@H]1CSC=2N1C(C(=C(C2C2CC2)CC2=CC=CC1=CC=CC=C21)CN)=O ((3R)-6-Aminomethyl-8-cyclopropyl-7-naphthalen-1-ylmethyl-5-oxo-2,3-dihydro-5H-thiazolo[3,2-a]pyridine-3-carboxylic acid methyl ester). Isolated yield 73.0%. RXN SMILES: [CH3:1][O:2][C:3]([C@H:5]1[N:9]2[C:10](=[O:33])[C:11]([CH2:31][NH2:32])=[C:12]([CH2:20][C:21]3[C:30]4[C:25](=[CH:26][CH:27]=[CH:28][CH:29]=4)[CH:24]=[CH:23][CH:22]=3)[C:13]([C:14]3[CH:19]=[CH:18]C=CC=3)=[C:8]2[S:7][CH2:6]1)=[O:4].COC([C@H]1N2C(=O)C(C#N)=C(CC3C4C(=CC=CC=4)C=CC=3)C(C3C=CC=CC=3)=C2SC1)=O.COC(C1N2C(=O)C(C#N)=C(CC3C4C(=CC=CC=4)C=CC=3)C(C3CC3)=C2SC1)=O>>[CH3:1][O:2][C:3]([C@H:5]1[N:9]2[C:10](=[O:33])[C:11]([CH2:31][NH2:32])=[C:12]([CH2:20][C:21]3[C:30]4[C:25](=[CH:26][CH:27]=[CH:28][CH:29]=4)[CH:24]=[CH:23][CH:22]=3)[C:13]([CH:14]3[CH2:18][CH2:19]3)=[C:8]2[S:7][CH2:6]1)=[O:4]. Procedure: By following the procedure described for the preparation of 7a from 6a, 6b (46 mg, 0.11 mmol) gave 7b as a yellow solid (33 mg, 73%): [α]D−64 (c 0.25, CHCl3); IR X 2952, 1747, 1631, 1569, 1504, 1259, 1214 cm−1; 1H NMR (400 MHz, CDCl3) δ8.18 (d, J=8.2, 1H), 7.94-7.27 (m, 5H), 6.81 (d, J=6.8, 1H), 5.67 (d, J=7.3, 1H), 4.77-4.56 (m, 2H), 3.96-3.31 (m, 9H), 1.40 (m, 1H), 0.76-0.31 (m, 4H); 13C NMR (100 MHz, CDCl3) δ168.3, 161.1, 155.6149.5, 133.7, 133.7, 131.6, 128.7, 127.3, 126.4, 126.0, 125.5, 123...